From a dataset of the Open Reaction Database (ORD), a public repository of structured organic reaction records. describe an organic reaction: reactants, conditions, products, and yield Starting materials: 11.45, C1(=CC=CC=C1)NC(=O)OC1CC(NC(C1)(C)C)(C)C (4-phenylcarbamoyloxy-2,2,6,6-tetramethylpiperidine), C=CC1=CC=CC=C1 (styrene), C(CCCCC)O (n-hexanol). Product: C1(=CC=CC=C1)NC(=O)OC1CC(N(C(C1)(C)C)CC(C1=CC=CC=C1)O)(C)C (4-phenylcarbamoyloxy-1-[2'-hydroxy-2-'phenylethyl]-2,2,6,6-tetramethylpiperidine). As a reaction SMILES: [C:1]1([NH:7][C:8]([O:10][CH:11]2[CH2:16][C:15]([CH3:18])([CH3:17])[NH:14][C:13]([CH3:20])([CH3:19])[CH2:12]2)=[O:9])[CH:6]=[CH:5][CH:4]=[CH:3][CH:2]=1.[CH2:21]=[CH:22][C:23]1[CH:28]=[CH:27][CH:26]=[CH:25][CH:24]=1.C([OH:35])CCCCC>>[C:1]1([NH:7][C:8]([O:10][CH:11]2[CH2:16][C:15]([CH3:18])([CH3:17])[N:14]([CH2:21][CH:22]([OH:35])[C:23]3[CH:28]=[CH:27][CH:26]=[CH:25][CH:24]=3)[C:13]([CH3:20])([CH3:19])[CH2:12]2)=[O:9])[CH:2]=[CH:3][CH:4]=[CH:5][CH:6]=1. Procedure: A mixture of 11.45 parts of 4-phenylcarbamoyloxy-2,2,6,6-tetramethylpiperidine and 60 parts of styrene ⟦ocide⟧ oxide in 60 parts of n-hexanol was heated under reflux conditions for 18 hours. The n-hexanol solvent and unreacted styrene oxide were removed by distillation under reduced pressure to yield a pale yellow crystalline solid. Purification by trituration with hot petroleum ether (b.p. 60°-80° C.) yielded 4-phenylcarbamoyloxy-1-[2'-hydroxy-2-'phenylethyl]-2,2,6,6-tetramethylpiperidine havin... Reactants: CC(=O)Nc1cccc(Nc2ncc(C(N)=O)c(NCC3CCCNC3)n2)c1, CC(=O)OC(C)=O, CCN(C(C)C)C(C)C, ClCCl. Yields the product CC(=O)Nc1cccc(Nc2ncc(C(N)=O)c(NCC3CCCN(C(C)=O)C3)n2)c1. RXN SMILES: [C:1]([CH3:2])(=[O:3])[NH:4][c:5]1[cH:6][c:7]([NH:11][c:12]2[n:13][cH:14][c:15]([C:26](=[O:27])[NH2:28])[c:16]([NH:18][CH2:19][CH:20]3[CH2:21][NH:22][CH2:23][CH2:24][CH2:25]3)[n:17]2)[cH:8][cH:9][cH:10]1.[CH3:38][C:39](=[O:40])[O:41][C:42](=[O:43])[CH3:44].[CH:29]([N:30]([CH2:31][CH3:32])[CH:33]([CH3:34])[CH3:35])([CH3:36])[CH3:37].[Cl:45][CH2:46][Cl:47]>>[C:1]([CH3:2])(=[O:3])[NH:4][c:5]1[cH:6][c:7]([NH:11][c:12]2[n:13][cH:14][c:15]([C:26](=[O:27])[NH2:28])[c:16]([NH:18][CH2:19][CH:20]3[CH2:21][N:22]([C:39]([CH3:38])=[O:40])[CH2:23][CH2:24][CH2:25]3)[n:17]2)[cH:8][cH:9][cH:10]1. Reactants: CCOP(=O)(OCC)N1CCN(S(=O)(=O)c2ccccc2[N+](=O)[O-])CCCCCCCN(S(=O)(=O)c2ccccc2[N+](=O)[O-])CC1, [K+], [K+], O=C([O-])[O-], CN(C)C=O, Sc1ccccc1. Product: CCOP(=O)(OCC)N1CCNCCCCCCCN(S(=O)(=O)c2ccccc2[N+](=O)[O-])CC1. As a reaction SMILES: [CH2:1]([CH3:2])[O:3][P:4](=[O:5])([O:6][CH2:7][CH3:8])[N:9]1[CH2:10][CH2:11][N:12]([S:35](=[O:36])(=[O:37])[c:38]2[c:39]([N+:44](=[O:45])[O-:46])[cH:40][cH:41][cH:42][cH:43]2)[CH2:13][CH2:14][CH2:15][CH2:16][CH2:17][CH2:18][CH2:19][N:20]([S:23]([c:24]2[cH:25][cH:26][cH:27][cH:28][c:29]2[N+:30]([O-:31])=[O:32])(=[O:33])=[O:34])[CH2:21][CH2:22]1.[K+:47].[K+:48].[O-:49][C:50]([O-:51])=[O:52].[O:60]=[CH:61][N:62]([CH3:63])[CH3:64].[SH:53][c:54]1[cH:55][cH:56][cH:57][cH:58][cH:59]1>>[CH2:1]([CH3:2])[O:3][P:4](=[O:5])([O:6][CH2:7][CH3:8])[N:9]1[CH2:10][CH2:11][N:12]([S:35](=[O:36])(=[O:37])[c:38]2[c:39]([N+:44](=[O:45])[O-:46])[cH:40][cH:41][cH:42][cH:43]2)[CH2:13][CH2:14][CH2:15][CH2:16][CH2:17][CH2:18][CH2:19][NH:20][CH2:21][CH2:22]1. The reactants are [Li+].[BH4-] (LiBH4), C1CCOC1 (THF), [Li+].[BH4-] (LiBH4), CC1=NN=C2N1C1=C(C=C2)N(C(=C1)C)C(C(=O)OCC)C1=CC=CC=C1 (ethyl (1,7-dimethyl-6H-pyrrolo[2,3-e][1,2,4]triazolo[4,3-a]pyridin-6-yl)(phenyl)acetate). The solvent is CO (MeOH). Run at time 4 hour. Yields the product CC1=NN=C2N1C1=C(C=C2)N(C(=C1)C)C(CO)C1=CC=CC=C1 (2-(1,7-dimethyl-6H-pyrrolo[2,3-e][1,2,4]triazolo[4,3-a]pyridin-6-yl)-2-phenylethanol). Reaction SMILES: [CH3:1][C:2]1[N:6]2[C:7]3[CH:13]=[C:12]([CH3:14])[N:11]([CH:15]([C:21]4[CH:26]=[CH:25][CH:24]=[CH:23][CH:22]=4)[C:16](OCC)=[O:17])[C:8]=3[CH:9]=[CH:10][C:5]2=[N:4][N:3]=1.C1COCC1.[Li+].[BH4-]>CO>[CH3:1][C:2]1[N:6]2[C:7]3[CH:13]=[C:12]([CH3:14])[N:11]([CH:15]([C:21]4[CH:26]=[CH:25][CH:24]=[CH:23][CH:22]=4)[CH2:16][OH:17])[C:8]=3[CH:9]=[CH:10][C:5]2=[N:4][N:3]=1 |f:2.3|. Reported procedure: Ethyl (1,7-dimethyl-6H-pyrrolo[2,3-e][1,2,4]triazolo[4,3-a]pyridin-6-yl)(phenyl)acetate (0.008 g, 0.02 mmol, from Step 1) was dissolved in MeOH (0.5 mL) and THF (0.5 mL) and LiBH4 (0.0025 g, 0.10 mmol, 90% purity, Aldrich) was added. The reaction was stirred for 4 hours and additional LiBH4 (0.006 g, 0.25 mmol) was added and the reaction continued for a further 3 hours. The reaction was quenched by the addition of water and diluted with MeCN, filtered and purified by preparative HPLC-MS (Waters ...